This data is from the Open Reaction Database (ORD), a public repository of structured organic reaction records. The task is: describe an organic reaction: reactants, conditions, products, and yield Reactants: [Al+3], [H-], [H-], [H-], [H-], [Li+], O=C(Cc1nc2c(s1)Cc1ccccc1-2)N1CCCCC1, [Na+], [Na+], C1CCOC1, O, O, O, O, O, O, O, O, O, O, O=S(=O)([O-])[O-]. Product: c1ccc2c(c1)Cc1sc(CCN3CCCCC3)nc1-2. RXN SMILES: [Al+3:23].[H-:22].[H-:25].[H-:26].[H-:27].[Li+:24].[N:1]1([C:7](=[O:8])[CH2:9][c:10]2[s:11][c:12]3[c:13]([n:14]2)-[c:15]2[cH:16][cH:17][cH:18][cH:19][c:20]2[CH2:21]3)[CH2:2][CH2:3][CH2:4][CH2:5][CH2:6]1.[Na+:43].[Na+:44].[O:45]1[CH2:46][CH2:47][CH2:48][CH2:49]1.[OH2:28].[OH2:29].[OH2:30].[OH2:31].[OH2:32].[OH2:33].[OH2:34].[OH2:35].[OH2:36].[OH2:37].[S:38]([O-:39])([O-:40])(=[O:41])=[O:42]>>[N:1]1([CH2:7][CH2:9][c:10]2[s:11][c:12]3[c:13]([n:14]2)-[c:15]2[cH:16][cH:17][cH:18][cH:19][c:20]2[CH2:21]3)[CH2:2][CH2:3][CH2:4][CH2:5][CH2:6]1. The reactants are Cc1cc(C)cc(-c2[nH]c3ccc(C(C)(C)C(=O)N4C5CCC4CC5)cc3c2C(C)CNS(=O)(=O)c2ccc([N+](=O)[O-])cc2[N+](=O)[O-])c1, CCOC(=O)N=NC(=O)OCC, c1ccc(P(c2ccccc2)c2ccccc2)cc1, OCCn1cnc2cccnc21. Product: Cc1cc(C)cc(-c2[nH]c3ccc(C(C)(C)C(=O)N4C5CCC4CC5)cc3c2C(C)CN(CCn2cnc3cccnc32)S(=O)(=O)c2ccc([N+](=O)[O-])cc2[N+](=O)[O-])c1. Reaction SMILES: [CH:1]12[CH2:2][CH2:3][CH:4]([CH2:5][CH2:6]1)[N:7]2[C:8]([C:9]([CH3:10])([CH3:11])[c:12]1[cH:13][c:14]2[c:15]([CH:29]([CH2:30][NH:31][S:32](=[O:33])(=[O:34])[c:35]3[c:36]([N+:44](=[O:45])[O-:46])[cH:37][c:38]([N+:41](=[O:42])[O-:43])[cH:39][cH:40]3)[CH3:47])[c:16](-[c:21]3[cH:22][c:23]([CH3:28])[cH:24][c:25]([CH3:27])[cH:26]3)[nH:17][c:18]2[cH:19][cH:20]1)=[O:48].[O:80]=[C:81]([O:82][CH2:83][CH3:84])[N:85]=[N:86][C:87]([O:88][CH2:89][CH3:90])=[O:91].[c:61]1([P:62]([c:63]2[cH:64][cH:65][cH:66][cH:67][cH:68]2)[c:69]2[cH:70][cH:71][cH:72][cH:73][cH:74]2)[cH:75][cH:76][cH:77][cH:78][cH:79]1.[n:49]1[cH:50][n:51]([CH2:58][CH2:59][OH:60])[c:52]2[n:53][cH:54][cH:55][cH:56][c:57]12>>[CH:1]12[CH2:2][CH2:3][CH:4]([CH2:5][CH2:6]1)[N:7]2[C:8]([C:9]([CH3:10])([CH3:11])[c:12]1[cH:13][c:14]2[c:15]([CH:29]([CH2:30][N:31]([S:32](=[O:33])(=[O:34])[c:35]3[c:36]([N+:44](=[O:45])[O-:46])[cH:37][c:38]([N+:41](=[O:42])[O-:43])[cH:39][cH:40]3)[CH2:59][CH2:58][n:51]3[cH:50][n:49][c:57]4[c:52]3[n:53][cH:54][cH:55][cH:56]4)[CH3:47])[c:16](-[c:21]3[cH:22][c:23]([CH3:28])[cH:24][c:25]([CH3:27])[cH:26]3)[nH:17][c:18]2[cH:19][cH:20]1)=[O:48]. Starting materials: C(CCCCCCCCC(C)O)O (1,10-undecane diol), OCC1CCC(CC1)O (4-hydroxymethyl cyclohexanol), Ce, NaBrO3. Run in C(C)(=O)O (acetic acid). Run at temperature 55 celsius. The product is 10-undecane-1-ol, OCC1CCC(CC1)=O (4-hydroxymethyl cyclohexanone). Yield: 72.6%. As a reaction SMILES: C(O)CCCCCCCCC(O)C.[OH:14][CH2:15][CH:16]1[CH2:21][CH2:20][CH:19]([OH:22])[CH2:18][CH2:17]1>C(O)(=O)C>[OH:14][CH2:15][CH:16]1[CH2:21][CH2:20][C:19](=[O:22])[CH2:18][CH2:17]1. Procedure: To acetic acid in which Ce (IV)/PFCP (50 mg, 0.027 mmole) and 200 mg of NaBrO3 were dispersed and dissolved, 1.0 mmole of 1,10-undecane diol and 1.0 mmole of 4-hydroxymethyl cyclohexanol were added, respectively. The reaction mixture was heated for three hours at 55° C. and the product was purified with a column chromatography to yield 154 mg (82% yield) of 10-undecane-1-ol and 93 mg (73% yield) of 4-hydroxymethyl cyclohexanone. Reactants: [Cl-].O[NH3+] (hydroxylammonium chloride), C(O)([O-])=O.[Na+] (sodium hydrogen carbonate), CS(=O)C (dimethyl sulfoxide), O=C1N(C=2N(C(=C1CC1=CC=C(C=C1)C=1C(=CC=CC1)C#N)CCC)N=CN2)C2COCCC2 (4′-{[5-oxo-7-propyl-4-(tetrahydro-2H-pyran-3-yl)-4,5-dihydro[1,2,4]triazolo[1,5-a]pyrimidin-6-yl]methyl}biphenyl-2-carbonitrile). The solvent is C(C)(=O)OCC (ethyl acetate). Run at temperature 40 celsius, time 30 minute. Yields the product O=C1NC(=NO1)C1=C(C=CC=C1)C1=CC=C(C=C1)CC=1C(N(C=2N(C1CCC)N=CN2)C2COCCC2)=O (6-{[2′-(5-oxo-4,5-dihydro-1,2,4-oxadiazol-3-yl)biphenyl-4-yl]methyl}-7-propyl-4-(tetrahydro-2H-pyran-3-yl)[1,2,4]triazolo[1,5-a]pyrimidin-5(4H)-one). Yield: 33.6%. As a reaction SMILES: [Cl-].O[NH3+:3].[C:4](=[O:7])([O-])[OH:5].[Na+].CS(C)=O.[O:13]=[C:14]1[C:19]([CH2:20][C:21]2[CH:26]=[CH:25][C:24]([C:27]3[C:28]([C:33]#[N:34])=[CH:29][CH:30]=[CH:31][CH:32]=3)=[CH:23][CH:22]=2)=[C:18]([CH2:35][CH2:36][CH3:37])[N:17]2[N:38]=[CH:39][N:40]=[C:16]2[N:15]1[CH:41]1[CH2:46][CH2:45][CH2:44][O:43][CH2:42]1>C(OCC)(=O)C>[O:7]=[C:4]1[O:5][N:3]=[C:33]([C:28]2[CH:29]=[CH:30][CH:31]=[CH:32][C:27]=2[C:24]2[CH:23]=[CH:22][C:21]([CH2:20][C:19]3[C:14](=[O:13])[N:15]([CH:41]4[CH2:46][CH2:45][CH2:44][O:43][CH2:42]4)[C:16]4[N:17]([N:38]=[CH:39][N:40]=4)[C:18]=3[CH2:35][CH2:36][CH3:37])=[CH:26][CH:25]=2)[NH:34]1 |f:0.1,2.3|. Procedure details: A mixture of hydroxylammonium chloride (0.66 g), sodium hydrogen carbonate (1.1 g) and dimethyl sulfoxide (10 mL) was stirred at 40° C. for 30 min, 4′-{[5-oxo-7-propyl-4-(tetrahydro-2H-pyran-3-yl)-4,5-dihydro[1,2,4]triazolo[1,5-a]pyrimidin-6-yl]methyl}biphenyl-2-carbonitrile (0.15 g) was added, and the mixture was stirred at 90° C. for 16 hr. The reaction mixture was diluted with ethyl acetate, washed with water and then with saturated brine, and dried over anhydrous magnesium sulfate. The solve... Reactants: COc1ccc(-c2cccc(C(=O)CC(=O)Nc3cc(C(F)(F)F)c(C)cc3NC(=O)OC(C)(C)C)c2)cn1, ClCCl, O=C(O)C(F)(F)F. Yields the product COc1ccc(-c2cccc(C3=Nc4cc(C)c(C(F)(F)F)cc4NC(=O)C3)c2)cn1. As a reaction SMILES: [C:1]([O:2][C:3](=[O:4])[NH:7][c:8]1[c:9]([NH:19][C:20]([CH2:21][C:22](=[O:5])[c:24]2[cH:25][c:26](-[c:30]3[cH:31][n:32][c:33]([O:36][CH3:37])[cH:34][cH:35]3)[cH:27][cH:28][cH:29]2)=[O:38])[cH:10][c:11]([C:15]([F:16])([F:17])[F:18])[c:12]([CH3:14])[cH:13]1)([CH3:6])([CH3:23])[CH3:39].[Cl:47][CH2:48][Cl:49].[F:40][C:41]([F:42])([F:43])[C:44]([OH:45])=[O:46]>>[N:7]1=[C:22]([c:24]2[cH:25][c:26](-[c:30]3[cH:31][n:32][c:33]([O:36][CH3:37])[cH:34][cH:35]3)[cH:27][cH:28][cH:29]2)[CH2:21][C:20](=[O:38])[NH:19][c:9]2[c:8]1[cH:13][c:12]([CH3:14])[c:11]([C:15]([F:16])([F:17])[F:18])[cH:10]2. The reactants are ClC1=C(C(=O)O)C=CC=N1 (2-Chloronicotinic acid), [Na] (Sodium). Solvent: C(C(C)C)O (isobutanol), C(C(C)C)O (isobutanol). Run at temperature 80 celsius. Yields the product C(C(C)C)OC1=C(C(=O)O)C=CC=N1 (2-Isobutoxynicotinic Acid). Isolated yield 168.1%. RXN SMILES: [Na].Cl[C:3]1[N:11]=[CH:10][CH:9]=[CH:8][C:4]=1[C:5]([OH:7])=[O:6]>C(O)C(C)C>[CH2:5]([O:6][C:3]1[N:11]=[CH:10][CH:9]=[CH:8][C:4]=1[C:5]([OH:7])=[O:6])[CH:4]([CH3:8])[CH3:3] |^1:0|. Reported procedure: Sodium metal (3 g, 0.127 mol) was added in small amounts to isobutanol (100 mL)—some warming (80° C.) was needed to facilitate dissolution. 2-Chloronicotinic acid (10 g, 0.064 mol) was added and the solution refluxed for 1 h. A thick mixture resulted and a further 100 mL isobutanol was added and the mixture refluxed for 3 h. The mixture was cooled and quenched with 2N hydrochloric acid. The product was extracted into ethyl acetate and the organics washed with dilute hydrochloric acid (pH 3), dri... The reactants are COC(CC1=CC=C(C=C1)C#N)=O ((4-Cyano-phenyl)-acetic acid methyl ester). Reagents/catalysts: [OH-].[Pd+2].[OH-] (Palladium hydroxide). Run in [OH-].[NH4+].CO (ammonium hydroxide methanol). Conditions: time 20 minute. The product is COC(CC1=CC=C(C=C1)CN)=O ((4-Aminomethyl-phenyl)-acetic acid methyl ester). The yield is 119.3%. As a reaction SMILES: [CH3:1][O:2][C:3](=[O:13])[CH2:4][C:5]1[CH:10]=[CH:9][C:8]([C:11]#[N:12])=[CH:7][CH:6]=1>[OH-].[Pd+2].[OH-].[OH-].[NH4+].CO>[CH3:1][O:2][C:3](=[O:13])[CH2:4][C:5]1[CH:10]=[CH:9][C:8]([CH2:11][NH2:12])=[CH:7][CH:6]=1 |f:1.2.3,4.5.6|. Procedure details: Palladium hydroxide (Pearlman's catalyst, 1.04 g) was added to a solution of conc. aq. ammonium hydroxide:methanol (1:4) (50 mL) in a Parr flask. (4-Cyano-phenyl)-acetic acid methyl ester (1.00 g) was added to the solution. The Parr flask was then shaken for 20 min under hydrogen (50 psi). The reaction mixture was filtered (nylon 66) and the filtrate concentrated in vacuo to yield crude title compound (1.22 g). The reactants are N([C@@H](C(C)C)C(=O)N1[C@H](C(=O)OC)CCC1)C(=O)OCC1=CC=CC=C1 (Z-Val-Pro-OMe). The solvent is O (water), [OH-].[Na+] (NaOH). The product is N([C@@H](C(C)C)C(=O)N1[C@H](C(=O)O)CCC1)C(=O)OCC1=CC=CC=C1 (Z-Val-Pro-OH). Reaction SMILES: [NH:1]([C:17]([O:19][CH2:20][C:21]1[CH:26]=[CH:25][CH:24]=[CH:23][CH:22]=1)=[O:18])[C@H:2]([C:6]([N:8]1[CH2:16][CH2:15][CH2:14][C@H:9]1[C:10]([O:12]C)=[O:11])=[O:7])[CH:3]([CH3:5])[CH3:4]>O.[OH-].[Na+]>[NH:1]([C:17]([O:19][CH2:20][C:21]1[CH:22]=[CH:23][CH:24]=[CH:25][CH:26]=1)=[O:18])[C@H:2]([C:6]([N:8]1[CH2:16][CH2:15][CH2:14][C@H:9]1[C:10]([OH:12])=[O:11])=[O:7])[CH:3]([CH3:5])[CH3:4] |f:2.3|. Procedure: 3 (3.76 g, 10.4 mmol) was dissolved in 30 ml of water/acteone (1/5 v/v) and 11.4 ml NaOH (1N) was added. After completion of the reaction the organic solvent was removed by evaporation and the resulting solution was diluted by 15 ml NaHCO3 solution (saturated). Then the mixture was extracted three times by 10 ml of acetic acid ethyl ester. After that the solution was brought to pH2 by adding HCl (15% in water). The resulting mixture was extracted three times by 30 ml of acetic acid ethyl ester. ... Isolated yield 64.6%. As a reaction SMILES: NC1(C2C=CC(C3C(C4C=CC=CC=4)=CC4N(CCC#N)C(=O)COC=4N=3)=CC=2)CCC1.C(OC(=O)[NH:39][C:40]1([C:44]2[CH:49]=[CH:48][C:47]([C:50]3[C:51]([C:67]4[CH:72]=[CH:71][CH:70]=[CH:69][CH:68]=4)=[CH:52][C:53]4[N:58]([CH2:59][C:60]#[N:61])[C:57](=[O:62])[CH:56]([CH2:63][O:64][CH3:65])[O:55][C:54]=4[N:66]=3)=[CH:46][CH:45]=2)[CH2:43][CH2:42][CH2:41]1)(C)(C)C>>[NH2:39][C:40]1([C:44]2[CH:49]=[CH:48][C:47]([C:50]3[C:51]([C:67]4[CH:68]=[CH:69][CH:70]=[CH:71][CH:72]=4)=[CH:52][C:53]4[N:58]([CH2:59][C:60]#[N:61])[C:57](=[O:62])[CH:56]([CH2:63][O:64][CH3:65])[O:55][C:54]=4[N:66]=3)=[CH:46][CH:45]=2)[CH2:41][CH2:42][CH2:43]1. Procedure: Following the procedure for 3-(6-(4-(1-aminocyclobutyl)phenyl)-2-oxo-7-phenyl-2,3-dihydro-1H-pyrido[2,3-b][1,4]oxazin-1-yl)propanenitrile, tert-butyl(1-(4-(1-(cyanomethyl)-3-(methoxymethyl)-2-oxo-7-phenyl-2,3-dihydro-1H-pyrido[2,3-b][1,4]oxazin-6-yl)phenyl)cyclobutyl)carbamate (35 mg, 0.063 mmol) was reacted to afford the title compound (18.5 mg). 1H NMR (500 MHz, CH3OD) 7.63 (s, 1H), 7.45 (d, 2H), 7.39 (d,2H), 7.32 (m, 3H), 7.26 (m, 2H), 5.28 (t, 1H), 5.16 (dd, 2H), 4.01 (dd, 2H), 2.74-2.79 (m,... Product: NC1(CCC1)C1=CC=C(C=C1)C=1C(=CC2=C(OC(C(N2CC#N)=O)COC)N1)C1=CC=CC=C1 (2-(6-(4-(1-aminocyclobutyl)phenyl)-3-(methoxymethyl)-2-oxo-7-phenyl-2,3-dihydro-1H-pyrido[2,3-b][1,4]oxazin-1-yl)acetonitrile). The reactants are NC1(CCC1)C1=CC=C(C=C1)C=1C(=CC2=C(OCC(N2CCC#N)=O)N1)C1=CC=CC=C1 (3-(6-(4-(1-aminocyclobutyl)phenyl)-2-oxo-7-phenyl-2,3-dihydro-1H-pyrido[2,3-b][1,4]oxazin-1-yl)propanenitrile), C(C)(C)(C)OC(NC1(CCC1)C1=CC=C(C=C1)C=1C(=CC2=C(OC(C(N2CC#N)=O)COC)N1)C1=CC=CC=C1)=O (tert-butyl(1-(4-(1-(cyanomethyl)-3-(methoxymethyl)-2-oxo-7-phenyl-2,3-dihydro-1H-pyrido[2,3-b][1,4]oxazin-6-yl)phenyl)cyclobutyl)carbamate). The reactants are ClCC1=NC(=NO1)C=1N=CN2C1CN(C(C1=C2C=CC=C1)=O)C (3-(5-chloromethyl-1,2,4-oxadiazol-3-yl)-5-methyl-5,6-dihydro-4H-imidazo[1,5-a][1,4]benzodiazepin-6-one), N1CC=CC1 (3-pyrroline). Solvent: CN(C=O)C (N,N-dimethylformamide). The product is CN1CC=2N(C3=C(C1=O)C=CC=C3)C=NC2C2=NOC(=N2)CN2CC=CC2 (5-methyl-3-[5-(3-pyrrolin-1-yl)methyl-1,2,4-oxadiazol-3-yl]-5,6-dihydro-4H-imidazo[1,5-a][1,4]benzodiazepin-6-one). Yield: 12.3%. RXN SMILES: Cl[CH2:2][C:3]1[O:7][N:6]=[C:5]([C:8]2[N:9]=[CH:10][N:11]3[C:17]4[CH:18]=[CH:19][CH:20]=[CH:21][C:16]=4[C:15](=[O:22])[N:14]([CH3:23])[CH2:13][C:12]=23)[N:4]=1.[NH:24]1[CH2:28][CH:27]=[CH:26][CH2:25]1>CN(C)C=O>[CH3:23][N:14]1[C:15](=[O:22])[C:16]2[CH:21]=[CH:20][CH:19]=[CH:18][C:17]=2[N:11]2[CH:10]=[N:9][C:8]([C:5]3[N:4]=[C:3]([CH2:2][N:24]4[CH2:28][CH:27]=[CH:26][CH2:25]4)[O:7][N:6]=3)=[C:12]2[CH2:13]1. Procedure details: 1.5 g (4.5 mmol) of 3-(5-chloromethyl-1,2,4-oxadiazol-3-yl)-5-methyl-5,6-dihydro-4H-imidazo[1,5-a][1,4]benzodiazepin-6-one were stirred at 80° for 20 hours in 1 ml (14 mmol) 3-pyrroline and 30 ml of N,N-dimethylformamide. By evaporation of the reaction mixture and chromatography of the residue on silica gel while eluting with methylene chloride/methanol 19/1 there was obtained 0.2 g (12%) of 5-methyl-3-[5-(3-pyrrolin-1-yl)methyl-1,2,4-oxadiazol-3-yl]-5,6-dihydro-4H-imidazo[1,5-a][1,4]benzodiazep...